From a dataset of the Open Reaction Database (ORD), a public repository of structured organic reaction records. describe an organic reaction: reactants, conditions, products, and yield The reactants are C1=C(C=CC2=CC=CC=C12)C=O (2-naphthalencarboxaldehyde), crude material, pale yellow oil, CN1C(CCC1)CCN (2-(1-methyl-pyrrolidin-2-yl)-ethylamine), [Na] (sodium). Solvent: ClCCl (dichloromethane). Yields the product CN1C(CCC1)CCNCC1=CC2=CC=CC=C2C=C1 ([2-(1-Methyl-pyrrolidin-2-yl)-ethyl]-naphthalen-2-ylmethyl-amine). RXN SMILES: [CH:1]1[C:10]2[C:5](=[CH:6][CH:7]=[CH:8][CH:9]=2)[CH:4]=[CH:3][C:2]=1[CH:11]=O.[CH3:13][N:14]1[CH2:18][CH2:17][CH2:16][CH:15]1[CH2:19][CH2:20][NH2:21].[Na]>ClCCl>[CH3:13][N:14]1[CH2:18][CH2:17][CH2:16][CH:15]1[CH2:19][CH2:20][NH:21][CH2:11][C:2]1[CH:3]=[CH:4][C:5]2[C:10](=[CH:9][CH:8]=[CH:7][CH:6]=2)[CH:1]=1 |^1:21|. Procedure details: Experimental condition analogous to Example 1, from 2-naphthalencarboxaldehyde 0.15 g (1 mmol), 2-(1-methyl-pyrrolidin-2-yl)-ethylamine 0.14 g (1.1 mmol), and sodium triacethoxyborohydride 0.31 g (1.5 mmol), in 10 mL dichloromethane. The crude material is 110 mg pale yellow oil. The reactants are C1CCOC1, COC(=O)C1=C(C)N(C)C(=O)CC1c1ccc(Cl)cc1F. The product is CC1=C(C(=O)O)C(c2ccc(Cl)cc2F)CC(=O)N1C. RXN SMILES: [CH2:22]1[O:23][CH2:24][CH2:25][CH2:26]1.[Cl:1][c:2]1[cH:3][c:4]([F:21])[c:5]([CH:8]2[C:9]([C:17](=[O:18])[O:19][CH3:20])=[C:10]([CH3:16])[N:11]([CH3:15])[C:12](=[O:14])[CH2:13]2)[cH:6][cH:7]1>>[Cl:1][c:2]1[cH:3][c:4]([F:21])[c:5]([CH:8]2[C:9]([C:17](=[O:18])[OH:19])=[C:10]([CH3:16])[N:11]([CH3:15])[C:12](=[O:14])[CH2:13]2)[cH:6][cH:7]1. The reactants are COC1=CC=C(C=C1)C(CS(=O)(=O)C(F)(F)F)=O (4'-methoxy-2-[(trifluoromethyl)sulfonyl]acetophenone), C(C)OC(CN)OCC (aminoacetaldehyde diethyl acetal), O (water). Run in C1(=CC=CC=C1)C (toluene). Yields the product C(C)OC(CNC(C1=CC=C(C=C1)OC)=CS(=O)(=O)C(F)(F)F)OCC ({{p-Methoxy-α-{[(trifluoromethyl)sulfonyl]methylene}benzyl}amino}acetaldehyde diethyl acetal). As a reaction SMILES: [CH3:1][O:2][C:3]1[CH:8]=[CH:7][C:6]([C:9](=O)[CH2:10][S:11]([C:14]([F:17])([F:16])[F:15])(=[O:13])=[O:12])=[CH:5][CH:4]=1.[CH2:19]([O:21][CH:22]([O:25][CH2:26][CH3:27])[CH2:23][NH2:24])[CH3:20].O>C1(C)C=CC=CC=1>[CH2:19]([O:21][CH:22]([O:25][CH2:26][CH3:27])[CH2:23][NH:24][C:9](=[CH:10][S:11]([C:14]([F:17])([F:16])[F:15])(=[O:13])=[O:12])[C:6]1[CH:7]=[CH:8][C:3]([O:2][CH3:1])=[CH:4][CH:5]=1)[CH3:20]. Procedure details: A solution of 4'-methoxy-2-[(trifluoromethyl)sulfonyl]acetophenone (6.0 g, 0.021 mol) in toluene is treated with aminoacetaldehyde diethyl acetal (2.8 g, 0.021 mol), heated at reflux overnight with removal of water, and concentrated in vacuo to obtain the title product as an oil. This oil is used in Example 4 without further purification. Starting materials: C(C=C)(=O)O (acrylic acid), CCC (propane), CCC (propane). Solvent: C(C)(=O)O (acetic acid). Product: C(C=C)(=O)O (acrylic acid), C=CC (propylene), C(=O)C=C (acrolein), carbon oxides. RXN SMILES: [C:1]([OH:5])(=[O:4])[CH:2]=[CH2:3].[CH3:6][CH2:7][CH3:8]>C(O)(=O)C>[C:1]([OH:5])(=[O:4])[CH:2]=[CH2:3].[CH2:6]=[CH:7][CH3:8].[CH:1]([CH:2]=[CH2:3])=[O:4]. Reported procedure: There are few references reported in the literature relating to the production of acrylic acid from propane. U.S. Pat. No. 5,198,580 (Standard Oil) discloses a process for partial oxidation of propane to yield acrylic acid, propylene, acrolein, acetic acid and carbon oxides. The process involves the reaction of propane in admixture with a molecular oxygen-containing gas in a reaction zone with a catalyst containing Bib, Moc, Vv, Aa, Dd, Ee, Ox; where A is one or more of K, Na, Li, Cs and TI; D i... Reactants: CC#N, FC(F)(F)c1nccc(Cl)n1, NC(=O)C1CCNCC1, [Na+], [Na+], O=C([O-])[O-], CN(C)C=O. Yields the product NC(=O)C1CCN(c2ccnc(C(F)(F)F)n2)CC1. Reaction SMILES: [CH3:27][C:28]#[N:29].[Cl:1][c:2]1[n:3][c:4]([C:8]([F:9])([F:10])[F:11])[n:5][cH:6][cH:7]1.[NH:12]1[CH2:13][CH2:14][CH:15]([C:16](=[O:17])[NH2:18])[CH2:19][CH2:20]1.[Na+:21].[Na+:22].[O-:23][C:24](=[O:25])[O-:26].[O:30]=[CH:31][N:32]([CH3:33])[CH3:34]>>[c:2]1([N:12]2[CH2:13][CH2:14][CH:15]([C:16](=[O:17])[NH2:18])[CH2:19][CH2:20]2)[n:3][c:4]([C:8]([F:9])([F:10])[F:11])[n:5][cH:6][cH:7]1. The reactants are FC1=CC=C(C=C1)C1=C(N=C(S1)CO)C(=O)O (5-(4-fluoro-phenyl)-2-hydroxymethyl-thiazole-4-carboxylic acid), FC1=CC2=C(N(C(=N2)CC2NCCCC2)C)C=C1F ((RS)-5,6-difluoro-1-methyl-2-piperidin-2-ylmethyl-1H-benzoimidazole). The product is FC1=CC2=C(N(C(=N2)CC2N(CCCC2)C(=O)C=2N=C(SC2C2=CC=C(C=C2)F)CO)C)C=C1F ((RS)-1-[2-(5,6-Difluoro-1-methyl-1H-benzoimidazol-2-ylmethyl)-piperidin-1-yl]-1-[5-(4-fluoro-phenyl)-2-hydroxymethyl-thiazol-4-yl]-methanone). Reaction SMILES: [F:1][C:2]1[CH:7]=[CH:6][C:5]([C:8]2[S:12][C:11]([CH2:13][OH:14])=[N:10][C:9]=2[C:15]([OH:17])=O)=[CH:4][CH:3]=1.[F:18][C:19]1[C:35]([F:36])=[CH:34][C:22]2[N:23]([CH3:33])[C:24]([CH2:26][CH:27]3[CH2:32][CH2:31][CH2:30][CH2:29][NH:28]3)=[N:25][C:21]=2[CH:20]=1>>[F:18][C:19]1[C:35]([F:36])=[CH:34][C:22]2[N:23]([CH3:33])[C:24]([CH2:26][CH:27]3[CH2:32][CH2:31][CH2:30][CH2:29][N:28]3[C:15]([C:9]3[N:10]=[C:11]([CH2:13][OH:14])[S:12][C:8]=3[C:5]3[CH:4]=[CH:3][C:2]([F:1])=[CH:7][CH:6]=3)=[O:17])=[N:25][C:21]=2[CH:20]=1. Reported procedure: The title compound (15 mg) was prepared from 5-(4-fluoro-phenyl)-2-hydroxymethyl-thiazole-4-carboxylic acid (84 mg) and (RS)-5,6-difluoro-1-methyl-2-piperidin-2-ylmethyl-1H-benzoimidazole, D61 (86 mg) by a procedure similar to that described for Example 4. Reactants: COC1=CC=C(C=C1)C(=O)N=C=S (4-Methoxy-1-benzenecarbonyl isothiocyanate), COC1=CC=C(C=C1)C(=O)Cl (4-methoxy-1-benzenecarbonyl chloride), COC=1C=C2C(=CC=NC2=CC1OC)OC1=CC(=C(N)C=C1)C (4-[(6,7-Dimethoxy-4-quinolyl)oxy]-2-methylaniline), C1(=CC=CC=C1)C (toluene). Solvent: C(C)O (ethanol), C(C)O (ethanol). Conditions: time 2 hour. Product: COC1=CC=C(C=C1)C(=O)N=C=S (4-Methoxy-1-benzenecarbonyl isothiocyanate), COC=1C=C2C(=CC=NC2=CC1OC)OC1=CC(=C(C=C1)NC(=S)NC(C1=CC=C(C=C1)OC)=O)C (N-{4-[(6,7-Dimethoxy-4-quinolyl)oxy]-2-methylphenyl}-N′-(4-methoxybenzoyl)thiourea). Isolated yield 45.0%. As a reaction SMILES: COC1C=CC(C(Cl)=O)=CC=1.[CH3:12][O:13][C:14]1[CH:19]=[CH:18][C:17]([C:20]([N:22]=[C:23]=[S:24])=[O:21])=[CH:16][CH:15]=1.[CH3:25][O:26][C:27]1[CH:28]=[C:29]2[C:34](=[CH:35][C:36]=1[O:37][CH3:38])[N:33]=[CH:32][CH:31]=[C:30]2[O:39][C:40]1[CH:46]=[CH:45][C:43]([NH2:44])=[C:42]([CH3:47])[CH:41]=1.C1(C)C=CC=CC=1>C(O)C>[CH3:12][O:13][C:14]1[CH:15]=[CH:16][C:17]([C:20]([N:22]=[C:23]=[S:24])=[O:21])=[CH:18][CH:19]=1.[CH3:25][O:26][C:27]1[CH:28]=[C:29]2[C:34](=[CH:35][C:36]=1[O:37][CH3:38])[N:33]=[CH:32][CH:31]=[C:30]2[O:39][C:40]1[CH:46]=[CH:45][C:43]([NH:44][C:23]([NH:22][C:20](=[O:21])[C:17]2[CH:16]=[CH:15][C:14]([O:13][CH3:12])=[CH:19][CH:18]=2)=[S:24])=[C:42]([CH3:47])[CH:41]=1. Procedure details: 4-Methoxy-1-benzenecarbonyl isothiocyanate was prepared using commercially available 4-methoxy-1-benzenecarbonyl chloride (80 mg) as a starting compound according to the description of the literature. 4-Methoxy-1-benzenecarbonyl isothiocyanate was dissolved in ethanol (1 ml) to prepare a solution. 4-[(6,7-Dimethoxy-4-quinolyl)oxy]-2-methylaniline (50 mg), toluene (5 ml), and ethanol (1 ml) were added to the solution, and the mixture was stirred at room temperature for 2 hr. The reaction solution...